This data is from the Open Reaction Database (ORD), a public repository of structured organic reaction records. The task is: describe an organic reaction: reactants, conditions, products, and yield Reactants: C(CC)C1=NC2=C(N1CC1=CC=C(C=C1)C=1C(=CC=CC1)C(=O)OC(C)(C)C)C=C(C=C2C)C(=O)NC(C)C(C)=O (tert.butyl 4'-[[2-n-propyl-4-methyl-6-[N-(1-acetyl-ethyl)-aminocarbonyl]-1H-benzimidazol-1-yl]-methyl]-biphenyl-2-carboxylate), P(=O)(Cl)(Cl)Cl (phosphorus-oxychloride). Product: C(CC)C1=NC2=C(N1CC1=CC=C(C=C1)C=1C(=CC=CC1)C(=O)O)C=C(C=C2C)C=2OC(=C(N2)C)C (4'-[[2-n-Propyl-4-methyl-6-(4,5-dimethyl-oxazol-2-yl)-1H-benzimidazol-1-yl]-methyl]-biphenyl-2-carboxylic Acid). Reaction SMILES: [CH2:1]([C:4]1[N:8]([CH2:9][C:10]2[CH:15]=[CH:14][C:13]([C:16]3[C:17]([C:22]([O:24]C(C)(C)C)=[O:23])=[CH:18][CH:19]=[CH:20][CH:21]=3)=[CH:12][CH:11]=2)[C:7]2[CH:29]=[C:30]([C:34]([NH:36][CH:37]([C:39](=O)[CH3:40])[CH3:38])=[O:35])[CH:31]=[C:32]([CH3:33])[C:6]=2[N:5]=1)[CH2:2][CH3:3].P(Cl)(Cl)(Cl)=O>>[CH2:1]([C:4]1[N:8]([CH2:9][C:10]2[CH:15]=[CH:14][C:13]([C:16]3[C:17]([C:22]([OH:24])=[O:23])=[CH:18][CH:19]=[CH:20][CH:21]=3)=[CH:12][CH:11]=2)[C:7]2[CH:29]=[C:30]([C:34]3[O:35][C:39]([CH3:40])=[C:37]([CH3:38])[N:36]=3)[CH:31]=[C:32]([CH3:33])[C:6]=2[N:5]=1)[CH2:2][CH3:3]. Procedure: Prepared analogously to Example 170 from tert.butyl 4'-[[2-n-propyl-4-methyl-6-[N-(1-acetyl-ethyl)-aminocarbonyl]-1H-benzimidazol-1-yl]-methyl]-biphenyl-2-carboxylate and phosphorus-oxychloride. Starting materials: solution, C(C)[Mg]Br (ethylmagnesium bromide), FC=1C=C2CCC(C2=CC1)=O (5-fluoroindan-1-one). Run in C(C)OCC (diethyl ether), C(C)OCC (diethyl ether). Run at time 8 hour. The product is C(C)C1(CCC2=CC(=CC=C12)F)O (1-Ethyl-5-fluoroindan-1-ol). Reaction SMILES: [CH2:1]([Mg]Br)[CH3:2].[F:5][C:6]1[CH:7]=[C:8]2[C:12](=[CH:13][CH:14]=1)[C:11](=[O:15])[CH2:10][CH2:9]2>C(OCC)C>[CH2:1]([C:11]1([OH:15])[C:12]2[C:8](=[CH:7][C:6]([F:5])=[CH:14][CH:13]=2)[CH2:9][CH2:10]1)[CH3:2]. Reported procedure: 292 ml (876 mmol) of a 3N solution of ethylmagnesium bromide in diethyl ether were added to 5.00 g (33.3 mmol) of 5-fluoroindan-1-one in 150 ml of diethyl ether at RT, and the mixture was stirred at RT overnight. The reaction mixture was added to a saturated, ice-cold aqueous ammonium chloride solution, the phases were separated, the aqueous phase was extracted with dichloromethane, and the combined organic phases were dried over magnesium sulfate, filtered and concentrated. The residue was puri... The product is CC(c1ccccc1)N1CC(CO[Si](C)(C)C(C)(C)C)(C(=O)OC(C)(C)C)CC1=O. Reactants: CC(C)(C)[Si](C)(C)Cl, CN(C)C=O, [Cl-], [NH4+], CC(c1ccccc1)N1CC(CO)(C(=O)OC(C)(C)C)CC1=O, c1c[nH]cn1. Reaction SMILES: [C:29]([CH3:30])([CH3:31])([CH3:32])[Si:33]([CH3:34])([CH3:35])[Cl:36].[CH3:39][N:40]([CH3:41])[CH:42]=[O:43].[Cl-:37].[NH4+:38].[OH:1][CH2:2][C:3]1([C:17](=[O:18])[O:19][C:20]([CH3:21])([CH3:22])[CH3:23])[CH2:4][N:5]([CH:9]([CH3:10])[c:11]2[cH:12][cH:13][cH:14][cH:15][cH:16]2)[C:6](=[O:8])[CH2:7]1.[nH:24]1[cH:25][cH:26][n:27][cH:28]1>>[O:1]([CH2:2][C:3]1([C:17](=[O:18])[O:19][C:20]([CH3:21])([CH3:22])[CH3:23])[CH2:4][N:5]([CH:9]([CH3:10])[c:11]2[cH:12][cH:13][cH:14][cH:15][cH:16]2)[C:6](=[O:8])[CH2:7]1)[Si:33]([C:29]([CH3:30])([CH3:31])[CH3:32])([CH3:34])[CH3:35]. The reactants are O=C([O-])[O-], CCCOCCOc1ccc(Oc2ccc3c(c2)C=C(C(=O)OC)CCS3(=O)=O)cc1C, CO, Cl, [K+], [K+], C1CCOC1, O. The product is CCCOCCOc1ccc(Oc2ccc3c(c2)C=C(C(=O)O)CCS3(=O)=O)cc1C. As a reaction SMILES: [C:33](=[O:34])([O-:35])[O-:36].[CH3:1][c:2]1[cH:3][c:4]([O:5][c:6]2[cH:7][cH:8][c:9]3[c:10]([cH:22]2)[CH:11]=[C:12]([C:18](=[O:19])[O:20][CH3:21])[CH2:13][CH2:14][S:15]3(=[O:16])=[O:17])[cH:23][cH:24][c:25]1[O:26][CH2:27][CH2:28][O:29][CH2:30][CH2:31][CH3:32].[CH3:46][OH:47].[ClH:40].[K+:37].[K+:38].[O:41]1[CH2:42][CH2:43][CH2:44][CH2:45]1.[OH2:39]>>[CH3:1][c:2]1[cH:3][c:4]([O:5][c:6]2[cH:7][cH:8][c:9]3[c:10]([cH:22]2)[CH:11]=[C:12]([C:18](=[O:19])[OH:20])[CH2:13][CH2:14][S:15]3(=[O:16])=[O:17])[cH:23][cH:24][c:25]1[O:26][CH2:27][CH2:28][O:29][CH2:30][CH2:31][CH3:32]. Reaction conditions: time 2 hour. Isolated yield 65.8%. The product is Cl.C(=O)(O)C1=CC=C(C=C1)CC(=O)NCC1=CC=C(O1)C(=O)OC1=CC2=CC=C(C=C2C=C1)C(N)=N (6-Amidino-2-naphthyl 5-(4-carboxyphenylacetylaminomethyl)furan-2-carboxylate hydrochloride). The solvent is O (water). Reported procedure: To 5.4 g of 6-amidino-2-naphthyl 5-(4-t-butoxycarbonylphenylacetylaminomethyl)furan-2-carboxylate hydrochloride was added 8 ml of acetic acid, and hydrogen chloride gas was passed into the mixture for 2 hours while stirring and cooling with ice. The mixture was further stirred for 2.5 hours with water-cooling, the precipitate was collected by filtration and washed twice with 20 ml of acetone. The crystals were dissolved in 20 ml of DMF, then 1 g of active carbon was added to the solution and sti... RXN SMILES: [ClH:1].C([O:6][C:7]([C:9]1[CH:14]=[CH:13][C:12]([CH2:15][C:16]([NH:18][CH2:19][C:20]2[O:24][C:23]([C:25]([O:27][C:28]3[CH:37]=[CH:36][C:35]4[C:30](=[CH:31][CH:32]=[C:33]([C:38](=[NH:40])[NH2:39])[CH:34]=4)[CH:29]=3)=[O:26])=[CH:22][CH:21]=2)=[O:17])=[CH:11][CH:10]=1)=[O:8])(C)(C)C.C(O)(=O)C.Cl>O>[ClH:1].[C:7]([C:9]1[CH:10]=[CH:11][C:12]([CH2:15][C:16]([NH:18][CH2:19][C:20]2[O:24][C:23]([C:25]([O:27][C:28]3[CH:37]=[CH:36][C:35]4[C:30](=[CH:31][CH:32]=[C:33]([C:38](=[NH:39])[NH2:40])[CH:34]=4)[CH:29]=3)=[O:26])=[CH:22][CH:21]=2)=[O:17])=[CH:13][CH:14]=1)([OH:8])=[O:6] |f:0.1,5.6|. Reactants: Cl.C(C)(C)(C)OC(=O)C1=CC=C(C=C1)CC(=O)NCC1=CC=C(O1)C(=O)OC1=CC2=CC=C(C=C2C=C1)C(N)=N (6-amidino-2-naphthyl 5-(4-t-butoxycarbonylphenylacetylaminomethyl)furan-2-carboxylate hydrochloride), C(C)(=O)O (acetic acid), Cl (hydrogen chloride). The reactants are CCOc1cc(C(C)(C)O)ccc1C1=NC(C)(c2ccc(Cl)cc2)C(C)(c2ccc(Cl)cc2)N1C(=O)Cl, OCCN1CCNCC1. The product is CCOc1cc(C(C)(C)O)ccc1C1=NC(C)(c2ccc(Cl)cc2)C(C)(c2ccc(Cl)cc2)N1C(=O)N1CCN(CCO)CC1. As a reaction SMILES: [Cl:1][c:2]1[cH:3][cH:4][c:5]([C:8]2([CH3:37])[N:9]=[C:10]([c:24]3[c:25]([O:34][CH2:35][CH3:36])[cH:26][c:27]([C:30]([CH3:31])([CH3:32])[OH:33])[cH:28][cH:29]3)[N:11]([C:21](=[O:22])[Cl:23])[C:12]2([CH3:13])[c:14]2[cH:15][cH:16][c:17]([Cl:20])[cH:18][cH:19]2)[cH:6][cH:7]1.[N:38]1([CH2:44][CH2:45][OH:46])[CH2:39][CH2:40][NH:41][CH2:42][CH2:43]1>>[Cl:1][c:2]1[cH:3][cH:4][c:5]([C:8]2([CH3:37])[N:9]=[C:10]([c:24]3[c:25]([O:34][CH2:35][CH3:36])[cH:26][c:27]([C:30]([CH3:31])([CH3:32])[OH:33])[cH:28][cH:29]3)[N:11]([C:21](=[O:22])[N:41]3[CH2:40][CH2:39][N:38]([CH2:44][CH2:45][OH:46])[CH2:43][CH2:42]3)[C:12]2([CH3:13])[c:14]2[cH:15][cH:16][c:17]([Cl:20])[cH:18][cH:19]2)[cH:6][cH:7]1. Yield: 96.2%. Procedure details: A mixture of geldanamycin (1.5 g, 2.68 mmol) (NCI, Lot No. 3059-25-1) and N,N-dimethylethylenediamine (1.5 mL, 13.7 mmol) (Aldrich, Lot No. 04216AL) in dry methylene chloride (30 mL) (Burdick & Jackson, Lot No. BH516) was stirred at room temperature for 1 hour and subsequently poured into ice water (50 mL). After the organic layer and the aqueous layer became visually separated, the aqueous layer was extracted with methylene chloride (2×10 mL). The combined methylene chloride solution was washed... The solvent is C(Cl)Cl (methylene chloride). Reactants: C[C@H]1C[C@@H]([C@@H]([C@H](/C=C(/[C@@H]([C@H](/C=C\C=C(\C(=O)NC2=CC(=O)C(=C(C1)C2=O)OC)/C)OC)OC(=O)N)\C)C)O)OC (geldanamycin), CN(CCN)C (N,N-dimethylethylenediamine), ice water. Conditions: time 1 hour. RXN SMILES: [CH3:1][C@@H:2]1[CH2:24][C:23]2[C:25](=[O:26])[C:18](=[CH:19][C:20]([C:22]=2OC)=[O:21])[NH:17][C:15](=[O:16])[C:14]([CH3:29])=[CH:13][CH:12]=[CH:11][C@H:10]([O:30][CH3:31])[C@@H:9]([O:32][C:33]([NH2:35])=[O:34])[C:8]([CH3:36])=[CH:7][C@H:6]([CH3:37])[C@@H:5]([OH:38])[C@@H:4]([O:39][CH3:40])[CH2:3]1.[CH3:41][N:42]([CH3:46])[CH2:43][CH2:44][NH2:45]>C(Cl)Cl>[CH3:1][C@@H:2]1[CH2:24][C:23]2[C:25](=[O:26])[C:18](=[CH:19][C:20]([C:22]=2[NH:45][CH2:44][CH2:43][N:42]([CH3:46])[CH3:41])=[O:21])[NH:17][C:15](=[O:16])[C:14]([CH3:29])=[CH:13][CH:12]=[CH:11][C@H:10]([O:30][CH3:31])[C@@H:9]([O:32][C:33]([NH2:35])=[O:34])[C:8]([CH3:36])=[CH:7][C@H:6]([CH3:37])[C@@H:5]([OH:38])[C@@H:4]([O:39][CH3:40])[CH2:3]1. Yields the product C[C@H]1C[C@@H]([C@@H]([C@H](/C=C(/[C@@H]([C@H](/C=C\C=C(\C(=O)NC2=CC(=O)C(=C(C1)C2=O)NCCN(C)C)/C)OC)OC(=O)N)\C)C)O)OC (17-Dimethylaminoethylamino-17-demethoxygeldanamycin).